The task is: describe an organic reaction: reactants, conditions, products, and yield. This data is from the Open Reaction Database (ORD), a public repository of structured organic reaction records. Starting materials: CCCCCC (hexane), CCOC(=O)C (EtOAc), C(CCC)C1=CC(NN=C1C1=CC=CC=C1)=O (5-butyl-6-phenyl-2H-pyridazin-3-one), O=P(Cl)(Cl)Cl (POCl3). Reaction conditions: temperature 85 celsius. Yields the product C(CCC)C=1C=C(N=NC1C1=CC=CC=C1)Cl (5-Butyl-3-chloro-6-phenyl-pyridazine). RXN SMILES: [CH2:1]([C:5]1[C:10]([C:11]2[CH:16]=[CH:15][CH:14]=[CH:13][CH:12]=2)=[N:9][NH:8][C:7](=O)[CH:6]=1)[CH2:2][CH2:3][CH3:4].CCCCCC.CCOC(C)=O.O=P(Cl)(Cl)[Cl:32]>>[CH2:1]([C:5]1[CH:6]=[C:7]([Cl:32])[N:8]=[N:9][C:10]=1[C:11]1[CH:16]=[CH:15][CH:14]=[CH:13][CH:12]=1)[CH2:2][CH2:3][CH3:4]. Reported procedure: 5-butyl-6-phenyl-2H-pyridazin-3-one (3.6 g, 15.8 mmol)) is dissolved in POCl3 (40 mL) and the solution is heated at 85° C. for 3 hours. The excess POCl3 is evaporated in vacuo and the residue is partitioned between saturated aqueous NaHCO3 solution (50 mL) and EtOAc (50 mL). The organic layer is washed with water (35 mL), brine (35 mL), and then dried (Na2SO4). Evaporation of the solvent in vacuo provides a yellow oil. Flash column chromatograph (silica gel, 4:1 hexane, EtOAc) provides a light y...